Dataset: the Open Reaction Database (ORD), a public repository of structured organic reaction records. Task: describe an organic reaction: reactants, conditions, products, and yield Starting materials: FC=1C=NC(=NC1)N1CCNCC1 (5-fluoro-2-(piperazin-1-yl)pyrimidine), ClCCCCN1C(=NC(=C1Cl)Cl)C (1-(4-chlorobutyl)-4,5-dichloro-2-methyl-1H-imidazole), C([O-])([O-])=O.[K+].[K+] (potassium carbonate). The solvent is CN(C=O)C (dimethylformamide). Product: ClC=1N=C(N(C1Cl)CCCCN1CCN(CC1)C1=NC=C(C=N1)F)C (2-{4-[4-(4,5-dichloro-2-methylimidazol-1-yl)butyl]-piperazin-1-yl}-5-fluoropyrimidine). Yield: 82.6%. Reaction SMILES: [F:1][C:2]1[CH:3]=[N:4][C:5]([N:8]2[CH2:13][CH2:12][NH:11][CH2:10][CH2:9]2)=[N:6][CH:7]=1.Cl[CH2:15][CH2:16][CH2:17][CH2:18][N:19]1[C:23]([Cl:24])=[C:22]([Cl:25])[N:21]=[C:20]1[CH3:26].C(=O)([O-])[O-].[K+].[K+]>CN(C)C=O>[Cl:25][C:22]1[N:21]=[C:20]([CH3:26])[N:19]([CH2:18][CH2:17][CH2:16][CH2:15][N:11]2[CH2:10][CH2:9][N:8]([C:5]3[N:6]=[CH:7][C:2]([F:1])=[CH:3][N:4]=3)[CH2:13][CH2:12]2)[C:23]=1[Cl:24] |f:2.3.4|. Procedure details: A mixture of 3.5 g (0.02 mol) of 5-fluoro-2-(piperazin-1-yl)pyrimidine, 6.04 g (0.025 mol) of 1-(4-chlorobutyl)-4,5-dichloro-2-methyl-1H-imidazole and 4.14 g (0.03 mol) of potassium carbonate in 200 ml of dimethylformamide is maintained at reflux for 12 hours. The mixture is subsequently evaporated to dryness and the resulting crude product is redissolved in chloroform and washed repeatedly with water. The organic phase is dried and evaporated, and then the resulting crude product is purified by... The reactants are CO, Cl, COc1ccccc1C(=O)CN=[N+]=[N-]. The product is COc1ccccc1C(=O)CN. RXN SMILES: [CH3:15][OH:16].[ClH:17].[N:1](=[N+:2]=[N-:3])[CH2:4][C:5](=[O:6])[c:7]1[c:8]([O:13][CH3:14])[cH:9][cH:10][cH:11][cH:12]1>>[NH2:1][CH2:4][C:5](=[O:6])[c:7]1[c:8]([O:13][CH3:14])[cH:9][cH:10][cH:11][cH:12]1.